From a dataset of the Open Reaction Database (ORD), a public repository of structured organic reaction records. describe an organic reaction: reactants, conditions, products, and yield Reactants: C(C1=CC=CC=C1)[C@H]1[C@@H](C(N1)=O)OC (4(S)-benzyl-3(S)-methoxyazetidin-2-one), O(C1=CC=CC=C1)C(=O)NCC1=CC=NC=C1 (4-{{(phenoxycarbonyl)amino}methyl}pyridine). The product is N1=CC=C(C=C1)CNC(=O)N1C([C@H]([C@@H]1CC1=CC=CC=C1)OC)=O (4(S)-benzyl-3(S)-methoxy-2-oxoazetidine-1-carboxylic acid (4-pyridinylmethyl)amide). Reaction SMILES: [CH2:1]([C@@H:8]1[NH:11][C:10](=[O:12])[C@H:9]1[O:13][CH3:14])[C:2]1[CH:7]=[CH:6][CH:5]=[CH:4][CH:3]=1.[O:15]([C:22]([NH:24][CH2:25][C:26]1[CH:31]=[CH:30][N:29]=[CH:28][CH:27]=1)=O)C1C=CC=CC=1>>[N:29]1[CH:30]=[CH:31][C:26]([CH2:25][NH:24][C:22]([N:11]2[C@@H:8]([CH2:1][C:2]3[CH:3]=[CH:4][CH:5]=[CH:6][CH:7]=3)[C@H:9]([O:13][CH3:14])[C:10]2=[O:12])=[O:15])=[CH:27][CH:28]=1. Procedure: Following the same procedure as in example 1 step F, but using 4(S)-benzyl-3(S)-methoxyazetidin-2-one as starting material and 4-{{(phenoxycarbonyl)amino}methyl}pyridine as reactant, 4(S)-benzyl-3(S)-methoxy-2-oxoazetidine-1-carboxylic acid (4-pyridinylmethyl)amide was obtained as a light yellow oil. 1H-NMR (400 MHz, CDCl3) δ8.60-7.22 (m, 9H), 7.06-7.04 (m, 1H), 4.52-4.50 (m, 2H), 4.28 (d, J=2.2 Hz, 1H), 4.21-4.17 (m, 1H), 3.57 (dd, J=14, 3.5 Hz, 1H), 3.15 (s, 3H), 2.93 (dd, J=14.2, 8.9 Hz, 1H);...